Dataset: the Open Reaction Database (ORD), a public repository of structured organic reaction records. Task: describe an organic reaction: reactants, conditions, products, and yield The reactants are [H-].[Al+3].[Li+].[H-].[H-].[H-] (lithium aluminum hydride), N1C(CNC2=CC=CC=C12)=O (3,4-dihydroquinoxalin-2(1H)-one). Solvent: C1CCOC1 (THF). The product is N1CCNC2=CC=CC=C12 (1,2,3,4-tetrahydroquinoxaline). The yield is 79.5%. Reaction SMILES: [H-].[Al+3].[Li+].[H-].[H-].[H-].[NH:7]1[C:16]2[C:11](=[CH:12][CH:13]=[CH:14][CH:15]=2)[NH:10][CH2:9][C:8]1=O>C1COCC1>[NH:7]1[C:16]2[C:11](=[CH:12][CH:13]=[CH:14][CH:15]=2)[NH:10][CH2:9][CH2:8]1 |f:0.1.2.3.4.5|. Procedure: To a solution of lithium aluminum hydride (28.2 g, 742 mmol) in THF (1500 mL) at 0° C. was added 3,4-dihydroquinoxalin-2(1H)-one (50 g, 337 mmol) portion wise. The reaction mixture was warmed up to room temperature and heated at 80° C. for 4 h. The reaction mixture was cooled to 0° C. and quenched with water (20 mL) dropwise. The insoluble inorganics was filtered through CELITE®. The filtrate was dried over Na2SO4, filtered, concentrated to afford 1,2,3,4-tetrahydroquinoxaline (36 g, 268 mmol, 8... Starting materials: Cl.N[C@H](C(=O)O)CC1=CC=C(C=C1)OC(F)(F)F ((2S)-2-Amino-3-[4-(trifluoromethoxy)phenyl]propanoic acid hydrochloride), O (water), Cl (hydrochloric acid), Example 3 ( 3b ), C(C1=CC=CC=C1)OC(=O)Cl ((benzyloxy)carbonyl chloride). Solvent: [OH-].[Na+] (sodium hydroxide). Yields the product C(C1=CC=CC=C1)OC(=O)N[C@H](C(=O)O)CC1=CC=C(C=C1)OC(F)(F)F ((2S)-2-{[(benzyloxy)carbonyl]amino}-3-[4-(trifluoromethoxy)phenyl]propanoic acid). As a reaction SMILES: Cl.[NH2:2][C@@H:3]([CH2:7][C:8]1[CH:13]=[CH:12][C:11]([O:14][C:15]([F:18])([F:17])[F:16])=[CH:10][CH:9]=1)[C:4]([OH:6])=[O:5].[CH2:19]([O:26][C:27](Cl)=[O:28])[C:20]1[CH:25]=[CH:24][CH:23]=[CH:22][CH:21]=1.O.Cl>[OH-].[Na+]>[CH2:19]([O:26][C:27]([NH:2][C@@H:3]([CH2:7][C:8]1[CH:9]=[CH:10][C:11]([O:14][C:15]([F:16])([F:17])[F:18])=[CH:12][CH:13]=1)[C:4]([OH:6])=[O:5])=[O:28])[C:20]1[CH:25]=[CH:24][CH:23]=[CH:22][CH:21]=1 |f:0.1,5.6|. Procedure details: (2S)-2-Amino-3-[4-(trifluoromethoxy)phenyl]propanoic acid hydrochloride (3 mg) prepared in Reference Example 3 (3b) was dissolved in 0.5 N sodium hydroxide (100 μL), and then (benzyloxy)carbonyl chloride (ZCl, 5 μL) was added thereto. The resulting mixture was stirred, and then water (100 μL) was added thereto. The resulting mixture was changed to acidic with 1 N hydrochloric acid (50 μL) and extracted with ethyl acetate (300 μL) to obtain the corresponding (2S)-2-{[(benzyloxy)carbonyl]amino}-3-... Reactants: CS(=O)(=O)C=1C=C(C=CC1)B(O)O ((3-(methylsulfonyl)phenyl)boronic acid), BrC1=CN(C2=CC(=CC=C12)S(=O)(=O)N(C1=NC=NS1)CC1=C(C=C(C=C1)OC)OC)C (3-bromo-N-(2,4-dimethoxybenzyl)-1-methyl-N-(1,2,4-thiadiazol-5-yl)-1H-indole-6-sulfonamide). Product: CN1C=C(C2=CC=C(C=C12)S(=O)(=O)NC1=NC=NS1)C1=CC(=CC=C1)S(=O)(=O)C (1-methyl-3-(3-(methylsulfonyl)phenyl)-N-(1,2,4-thiadiazol-5-yl)-1H-indole-6-sulfonamide). As a reaction SMILES: [CH3:1][S:2]([C:5]1[CH:6]=[C:7](B(O)O)[CH:8]=[CH:9][CH:10]=1)(=[O:4])=[O:3].Br[C:15]1[C:23]2[C:18](=[CH:19][C:20]([S:24]([N:27](CC3C=CC(OC)=CC=3OC)[C:28]3[S:32][N:31]=[CH:30][N:29]=3)(=[O:26])=[O:25])=[CH:21][CH:22]=2)[N:17]([CH3:44])[CH:16]=1>>[CH3:44][N:17]1[C:18]2[C:23](=[CH:22][CH:21]=[C:20]([S:24]([NH:27][C:28]3[S:32][N:31]=[CH:30][N:29]=3)(=[O:25])=[O:26])[CH:19]=2)[C:15]([C:7]2[CH:8]=[CH:9][CH:10]=[C:5]([S:2]([CH3:1])(=[O:4])=[O:3])[CH:6]=2)=[CH:16]1. Reported procedure: The title compound was prepared in an analogous manner to that described in Example 28 using (3-(methylsulfonyl)phenyl)boronic acid and 3-bromo-N-(2,4-dimethoxybenzyl)-1-methyl-N-(1,2,4-thiadiazol-5-yl)-1H-indole-6-sulfonamide, and the desired product, 1-methyl-3-(3-(methylsulfonyl)phenyl)-N-(1,2,4-thiadiazol-5-yl)-1H-indole-6-sulfonamide, was isolated as an off-white solid. 1H NMR (500 MHz, DMSO-d6) δ ppm 3.91 (s, 3 H) 7.57 (dd, J=8.48, 1.49 Hz, 1 H) 7.71 (t, J=7.73 Hz, 1 H) 7.77 (d, J=8.02 Hz,... Reactants: CCCCc1nc(Cl)c(CO)n1Cc1ccc(C#N)cc1, CC(C)C[Al+]CC(C)C, [H-], [Na+], [OH-], O=S(=O)(O)O, c1ccccc1. Yields the product CCCCc1nc(Cl)c(CO)n1Cc1ccc(C=O)cc1. RXN SMILES: [C:1](#[N:2])[c:3]1[cH:4][cH:5][c:6]([CH2:7][n:8]2[c:9]([CH2:16][CH2:17][CH2:18][CH3:19])[n:10][c:11]([Cl:15])[c:12]2[CH2:13][OH:14])[cH:20][cH:21]1.[CH2:23]([Al+:24][CH2:25][CH:26]([CH3:27])[CH3:28])[CH:29]([CH3:30])[CH3:31].[H-:22].[Na+:38].[OH-:37].[S:32]([OH:33])(=[O:34])(=[O:35])[OH:36].[cH:39]1[cH:40][cH:41][cH:42][cH:43][cH:44]1>>[CH:1]([c:3]1[cH:4][cH:5][c:6]([CH2:7][n:8]2[c:9]([CH2:16][CH2:17][CH2:18][CH3:19])[n:10][c:11]([Cl:15])[c:12]2[CH2:13][OH:14])[cH:20][cH:21]1)=[O:33]. The reactants are FC1=CC=C(C=C1)C(=C(C=C[C@H](C[C@H](CC(=O)OC(C)(C)C)O)O)C1=NN=NN1C)C1=CC=C(C=C1)F (tert-Butyl (3R,5S)-9,9-bis(4-fluorophenyl)-3,5-dihydroxy-8-(1-methyl-1H-tetrazol-5-yl)nona-6,8-dienoate), [OH-].[Na+] (NaOH). Solvent: C(C)O (ethanol). Run at temperature 23 celsius, time 30 minute. The product is FC1=CC=C(C=C1)C(=C(C=C[C@H](C[C@H](CC(=O)[O-])O)O)C1=NN=NN1C)C1=CC=C(C=C1)F.[Na+] (Sodium (3R,5S)-9,9-bis(4-fluorophenyl)-3,5-dihydroxy-8-(1-methyl-1H-tetrazol-5-yl)nona-6,8-dienoate). Isolated yield 110.7%. RXN SMILES: [F:1][C:2]1[CH:7]=[CH:6][C:5]([C:8]([C:31]2[CH:36]=[CH:35][C:34]([F:37])=[CH:33][CH:32]=2)=[C:9]([C:25]2[N:29]([CH3:30])[N:28]=[N:27][N:26]=2)[CH:10]=[CH:11][C@@H:12]([OH:24])[CH2:13][C@@H:14]([OH:23])[CH2:15][C:16]([O:18]C(C)(C)C)=[O:17])=[CH:4][CH:3]=1.[OH-].[Na+:39]>C(O)C>[F:1][C:2]1[CH:3]=[CH:4][C:5]([C:8]([C:31]2[CH:32]=[CH:33][C:34]([F:37])=[CH:35][CH:36]=2)=[C:9]([C:25]2[N:29]([CH3:30])[N:28]=[N:27][N:26]=2)[CH:10]=[CH:11][C@@H:12]([OH:24])[CH2:13][C@@H:14]([OH:23])[CH2:15][C:16]([O-:18])=[O:17])=[CH:6][CH:7]=1.[Na+:39] |f:1.2,4.5|. Procedure: A solution of the dihydroxyester prepared in Step D (35 mg; 0.068 mmole) in ethanol (2 mL) was treated with 1N NaOH solution (68 l; 0.068 mmole) and the mixture stirred for 30 minutes at 23° C. The solvent was removed by evaporation in vacuo and the residue dissolved in water (2 mL) and lyophilized to afford 36 mg (100%) of the title compound; m.p.>110° C. decomp. [α]D25 =-22.2° (c=0.32, H2O). The 1H NMR and 13C NMR are identical to the (±)-erythro product prepared in Example 12. Product: Cc1sc(-c2nc(-c3c(F)cccc3Cl)nn2C)c(C)c1Br. Reaction SMILES: [Br:6][c:7]1[c:8]([CH3:27])[c:9](-[c:13]2[n:14][c:15](-[c:19]3[c:20]([Cl:26])[cH:21][cH:22][cH:23][c:24]3[F:25])[n:16][n:17]2[CH3:18])[s:10][c:11]1[Br:12].[CH2:1]([Li:2])[CH2:3][CH2:4][CH3:5].[CH2:32]1[O:33][CH2:34][CH2:35][CH2:36]1.[Cl-:30].[I:28][CH3:29].[NH4+:31]>>[CH3:1][c:11]1[c:7]([Br:6])[c:8]([CH3:27])[c:9](-[c:13]2[n:14][c:15](-[c:19]3[c:20]([Cl:26])[cH:21][cH:22][cH:23][c:24]3[F:25])[n:16][n:17]2[CH3:18])[s:10]1. The reactants are Cc1c(-c2nc(-c3c(F)cccc3Cl)nn2C)sc(Br)c1Br, [Li]CCCC, C1CCOC1, [Cl-], CI, [NH4+]. Reactants: C(C1=CC=CC=C1)(=O)C1=C2CCCNC2=C(C=C1)O (5-benzoyl-1,2,3,4-tetrahydro-8-quinolinol), Cl (hydrogen chloride). Run in CCOCC (ether). The product is Cl.C(C1=CC=CC=C1)(=O)C1=C2CCCNC2=C(C=C1)O (5-Benzoyl-1,2,3,4-tetrahydro-8-quinolinol, hydrochloride). RXN SMILES: [C:1]([C:9]1[CH:18]=[CH:17][C:16]([OH:19])=[C:15]2[C:10]=1[CH2:11][CH2:12][CH2:13][NH:14]2)(=[O:8])[C:2]1[CH:7]=[CH:6][CH:5]=[CH:4][CH:3]=1.[ClH:20]>CCOCC>[ClH:20].[C:1]([C:9]1[CH:18]=[CH:17][C:16]([OH:19])=[C:15]2[C:10]=1[CH2:11][CH2:12][CH2:13][NH:14]2)(=[O:8])[C:2]1[CH:3]=[CH:4][CH:5]=[CH:6][CH:7]=1 |f:3.4|. Procedure: A solution of 215.1 mg (0.85 mmol) of 5-benzoyl-1,2,3,4-tetrahydro-8-quinolinol in 5 ml of ether was treated with 3 ml of hydrogen chloride saturated ether. The fluffy white precipitate was filtered off and recrystallized from dichloromethane-methanol-hexane to obtain 130.8 mg of a white solid, dried at 56° C./0.1 mm of Hg; melting point 237°-239° C., dec. The reactants are BrC=1C=CC=C2C=CC=NC12 (8-bromoquinoline), COC=1C=C(C=CC1)B(O)O ((3-methoxyphenyl)boronic acid), C(=O)([O-])[O-].[K+].[K+] (K2CO3). The reagents and catalysts are C1=CC=C(C=C1)P([C-]2C=CC=C2)C3=CC=CC=C3.C1=CC=C(C=C1)P([C-]2C=CC=C2)C3=CC=CC=C3.Cl[Pd]Cl.[Fe+2] (Pd(dppf)Cl2). Solvent: O1CCOCC1.O (dioxane H2O). Conditions: temperature 120 celsius. Yields the product COC=1C=C(C=CC1)C=1C=CC=C2C=CC=NC12 (8-(3-methoxyphenyl)quinoline). The yield is 90.0%. As a reaction SMILES: Br[C:2]1[CH:3]=[CH:4][CH:5]=[C:6]2[C:11]=1[N:10]=[CH:9][CH:8]=[CH:7]2.[CH3:12][O:13][C:14]1[CH:15]=[C:16](B(O)O)[CH:17]=[CH:18][CH:19]=1.C([O-])([O-])=O.[K+].[K+]>O1CCOCC1.O.C1C=CC(P(C2C=CC=CC=2)[C-]2C=CC=C2)=CC=1.C1C=CC(P(C2C=CC=CC=2)[C-]2C=CC=C2)=CC=1.Cl[Pd]Cl.[Fe+2]>[CH3:12][O:13][C:14]1[CH:19]=[C:18]([C:2]2[CH:3]=[CH:4][CH:5]=[C:6]3[C:11]=2[N:10]=[CH:9][CH:8]=[CH:7]3)[CH:17]=[CH:16][CH:15]=1 |f:2.3.4,5.6,7.8.9.10|. Procedure: To a solution of 8-bromoquinoline (208.05 mg, 1.0 mmol) in dioxane/H2O (10 mL) was added (3-methoxyphenyl)boronic acid (182.3 mg, 1.2 mmol), Pd(dppf)Cl2 (100 mg) and K2CO3 (276 mg, 2 mmol). The reaction mixture was heated at 120° C. under microwave conditions for 30 minutes before cooling and being concentrated to remove the solvents. The residue was dissolved in ethyl acetate, washed with water and the separated organic layer concentrated to yield a crude product which was used in next step wit... Reactants: [OH-].[Na+] (NaOH), [N+](=O)([O-])C1=CC=C2C(=CNC2=C1)C1=CCC(CC1)=O (4-(6-Nitro-1H-indol-3-yl)cyclohex-3-enone), CC(=O)O (AcOH), C(CC)N (n-propylamine), [BH-](OC(=O)C)(OC(=O)C)OC(=O)C.[Na+] (NaBH(OAc)3). The solvent is ClCCCl (1,2-dichloroethane). Conditions: time 16 hour. The product is [N+](=O)([O-])C1=CC=C2C(=CNC2=C1)C1=CCC(CC1)NCCC (4-(6-Nitro-1H-indol-3-yl)-N-propylcyclohex-3-enamine). The yield is 66.2%. Reaction SMILES: [N+:1]([C:4]1[CH:12]=[C:11]2[C:7]([C:8]([C:13]3[CH2:18][CH2:17][C:16](=O)[CH2:15][CH:14]=3)=[CH:9][NH:10]2)=[CH:6][CH:5]=1)([O-:3])=[O:2].CC(O)=O.[CH2:24]([NH2:27])[CH2:25][CH3:26].[BH-](OC(C)=O)(OC(C)=O)OC(C)=O.[Na+].[OH-].[Na+]>ClCCCl>[N+:1]([C:4]1[CH:12]=[C:11]2[C:7]([C:8]([C:13]3[CH2:18][CH2:17][CH:16]([NH:27][CH2:24][CH2:25][CH3:26])[CH2:15][CH:14]=3)=[CH:9][NH:10]2)=[CH:6][CH:5]=1)([O-:3])=[O:2] |f:3.4,5.6|. Procedure: A solution of compound 119 (0.75 g, 2.926 mmol) in 1,2-dichloroethane (20 mL) was treated with AcOH (0.16 mL, 2.926 mmol), n-propylamine (0.24 g, 2.926 mmol), NaBH(OAc)3 (0.93 g, 4.390 mmol) at room temperature and stirred for over night (16 h). The reaction was basified with 2 N NaOH (25 mL) and product was extracted into ethyl acetate (3×50 mL). The combined ethyl acetate layer was washed with brine (20 mL) and dried (Na2SO4). Solvent was evaporated and crude was purified by column chromatogra...